Task: describe an organic reaction: reactants, conditions, products, and yield. Dataset: the Open Reaction Database (ORD), a public repository of structured organic reaction records Starting materials: C1CCOC1, CCOC(=O)c1c(C)nn(C)c1S(=O)(=O)Cl, N, O. Product: CCOC(=O)c1c(C)nn(C)c1S(N)(=O)=O. Reaction SMILES: [CH2:19]1[O:20][CH2:21][CH2:22][CH2:23]1.[Cl:1][S:2](=[O:3])(=[O:4])[c:5]1[c:6]([C:12](=[O:13])[O:14][CH2:15][CH3:16])[c:7]([CH3:11])[n:8][n:9]1[CH3:10].[NH3:18].[OH2:17]>>[S:2](=[O:3])(=[O:4])([c:5]1[c:6]([C:12](=[O:13])[O:14][CH2:15][CH3:16])[c:7]([CH3:11])[n:8][n:9]1[CH3:10])[NH2:18]. Reactants: ClC1=C(C=CC=C1)[N+](=O)[O-] (2-chloronitrobenzene), ClC1=CC=C(C(C=O)=C1)O (5-chlorosalicylaldehyde). Yields the product ClC=1C=CC2=C(CNC3=C(O2)C=CC=C3)C1 (2-chloro-10,11-dihydrodibenz[b,f][1,4]-oxazepine). As a reaction SMILES: Cl[C:2]1[CH:7]=[CH:6][CH:5]=[CH:4][C:3]=1[N+:8]([O-])=O.[Cl:11][C:12]1[CH:19]=[C:16]([CH:17]=O)[C:15]([OH:20])=[CH:14][CH:13]=1>>[Cl:11][C:12]1[CH:13]=[CH:14][C:15]2[O:20][C:2]3[CH:7]=[CH:6][CH:5]=[CH:4][C:3]=3[NH:8][CH2:17][C:16]=2[CH:19]=1. Procedure details: 2-chloro-10,11-dihydrodibenz[b,f][1,4]-oxazepine (42) is prepared in the manner described in Example 40, using 2-chloronitrobenzene and 5-chlorosalicylaldehyde.